Dataset: the Open Reaction Database (ORD), a public repository of structured organic reaction records. Task: describe an organic reaction: reactants, conditions, products, and yield Starting materials: CCCCCC(=O)Cl, CCC(=O)Nc1nc2ccc(Cl)cc2nc1N, C1CCOC1, O, c1ccncc1. Yields the product CCCCCC(=O)Nc1nc2cc(Cl)ccc2nc1NC(=O)CC. As a reaction SMILES: [C:24]([CH2:25][CH2:26][CH2:27][CH2:28][CH3:29])(=[O:30])[Cl:31].[NH2:1][c:2]1[c:3]([NH:13][C:14]([CH2:15][CH3:16])=[O:17])[n:4][c:5]2[cH:6][cH:7][c:8]([Cl:12])[cH:9][c:10]2[n:11]1.[O:32]1[CH2:33][CH2:34][CH2:35][CH2:36]1.[OH2:37].[cH:18]1[cH:19][cH:20][n:21][cH:22][cH:23]1>>[NH:1]([c:2]1[c:3]([NH:13][C:14]([CH2:15][CH3:16])=[O:17])[n:4][c:5]2[cH:6][cH:7][c:8]([Cl:12])[cH:9][c:10]2[n:11]1)[C:24]([CH2:25][CH2:26][CH2:27][CH2:28][CH3:29])=[O:30]. Starting materials: C=CC1=CC=CC=C1 (styrene), C(CCCCCCCCCCCCC)(=O)O (myristic acid). Yields the product C1C(C2=CC=CC=C2)O1 (styrene oxide). Isolated yield 16.5%. As a reaction SMILES: C=CC1C=CC=CC=1.[C:9]([OH:24])(=O)[CH2:10][CH2:11][CH2:12][CH2:13][CH2:14][CH2:15][CH2:16]CCCCCC>>[CH2:9]1[O:24][CH:10]1[C:11]1[CH:12]=[CH:13][CH:14]=[CH:15][CH:16]=1. Procedure: To a stirred suspension (at room temperature) of immobilized C. antarctica lipase (370 mg, according to example 1) in styrene (4.15 ml, 36.1 mmol) containing myristic acid (823 mg, 3.6 mmol) hydrogen peroxide (3 ml, 52.5 mmol) was added in six equal portions after 0, 0.5, 1.0, 1.5, 2.0 and 3.0 hours. After 1.5 hours 16.5% styrene oxide was formed as determined by gas chromatography. Reactants: C(C)OC(=O)N1CCN(CC1)C([C@H](CCC(=O)OC(C)(C)C)NC(=O)C1=NN(C(=C1)C=1OC=CC1)C1=CC=CC=C1)=O (4-{(S)-4-tert-Butoxycarbonyl-2-[(5-furan-2-yl-1-phenyl-1H-pyrazole-3-carbonyl)-amino]-butyryl}-piperazine-1-carboxylic acid ethyl ester), I(=O)(=O)(=O)[O-].[Na+] (sodium periodate), C1(=CC=CC=C1)C (toluene). The reagents and catalysts are [Ru](Cl)(Cl)Cl (ruthenium(III)chloride). Run in ClC(Cl)(Cl)Cl (tetrachloromethane), C(C)#N (acetonitrile), O (water). Reaction conditions: time 1 hour. The product is C(C)OC(=O)N1CCN(CC1)C([C@H](CCC(=O)OC(C)(C)C)NC(=O)C1=NN(C(=C1)C(=O)O)C1=CC=CC=C1)=O (4-{(S)-4-tert-Butoxycarbonyl-2-[(5-carboxy-1-phenyl-1H-pyrazole-3-carbonyl)-amino]-butyryl}-piperazine-1-carboxylic acid ethyl ester). RXN SMILES: [CH2:1]([O:3][C:4]([N:6]1[CH2:11][CH2:10][N:9]([C:12](=[O:42])[C@@H:13]([NH:23][C:24]([C:26]2[CH:30]=[C:29]([C:31]3[O:32]C=CC=3)[N:28]([C:36]3[CH:41]=[CH:40][CH:39]=[CH:38][CH:37]=3)[N:27]=2)=[O:25])[CH2:14][CH2:15][C:16]([O:18][C:19]([CH3:22])([CH3:21])[CH3:20])=[O:17])[CH2:8][CH2:7]1)=[O:5])[CH3:2].I([O-])(=O)(=O)=[O:44].[Na+].C1(C)C=CC=CC=1>ClC(Cl)(Cl)Cl.C(#N)C.O.[Ru](Cl)(Cl)Cl>[CH2:1]([O:3][C:4]([N:6]1[CH2:7][CH2:8][N:9]([C:12](=[O:42])[C@@H:13]([NH:23][C:24]([C:26]2[CH:30]=[C:29]([C:31]([OH:44])=[O:32])[N:28]([C:36]3[CH:41]=[CH:40][CH:39]=[CH:38][CH:37]=3)[N:27]=2)=[O:25])[CH2:14][CH2:15][C:16]([O:18][C:19]([CH3:20])([CH3:22])[CH3:21])=[O:17])[CH2:10][CH2:11]1)=[O:5])[CH3:2] |f:1.2|. Procedure: To a vigorously stirred mixture of 320 mg of 4-{(S)-4-tert-Butoxycarbonyl-2-[(5-furan-2-yl-1-phenyl-1H-pyrazole-3-carbonyl)-amino]-butyryl}-piperazine-1-carboxylic acid ethyl ester in 2 ml of tetrachloromethane, 2 ml of acetonitrile and 3 ml of water, 531 mg of sodium periodate and 1 mg of ruthenium(III)chloride was added at RT. After 1 h, 20 ml of toluene was added and the solvents were removed under reduced pressure. The crude product was used in the subsequent reaction. Yield: 314 mg. Reactants: Cn1c(N2CCN(CCCOc3cccc(Cl)c3)CC2)cc(=O)n(C)c1=O, Oc1ccc(Cl)cc1, Oc1cccc(Cl)c1. Yields the product Cn1c(N2CCN(CCCOc3cccc(Cl)c3)CC2)cc(=O)n(C)c1=O, Cl. Reaction SMILES: [CH3:17][n:18]1[c:19](=[O:43])[n:20]([CH3:42])[c:21](=[O:41])[cH:22][c:23]1[N:24]1[CH2:25][CH2:26][N:27]([CH2:30][CH2:31][CH2:32][O:33][c:34]2[cH:35][c:36]([Cl:40])[cH:37][cH:38][cH:39]2)[CH2:28][CH2:29]1.[OH:1][c:2]1[cH:3][cH:4][c:5]([Cl:6])[cH:7][cH:8]1.[OH:9][c:10]1[cH:11][c:12]([Cl:13])[cH:14][cH:15][cH:16]1>>[CH3:17][n:18]1[c:19](=[O:43])[n:20]([CH3:42])[c:21](=[O:41])[cH:22][c:23]1[N:24]1[CH2:25][CH2:26][N:27]([CH2:30][CH2:31][CH2:32][O:33][c:34]2[cH:35][c:36]([Cl:40])[cH:37][cH:38][cH:39]2)[CH2:28][CH2:29]1.[ClH:6]. The reactants are C=C(CBr)C(=O)OC(C)(C)C, CCO, CC(C)(C)[O-], [K+], CCOC(=O)CS. Yields the product C=C(CSCC(=O)OCC)C(=O)OC(C)(C)C. RXN SMILES: [Br:14][CH2:15][C:16]([C:17](=[O:18])[O:19][C:20]([CH3:21])([CH3:22])[CH3:23])=[CH2:24].[CH3:25][CH2:26][OH:27].[CH3:8][C:9]([CH3:10])([O-:11])[CH3:12].[K+:13].[SH:1][CH2:2][C:3](=[O:4])[O:5][CH2:6][CH3:7]>>[S:1]([CH2:2][C:3](=[O:4])[O:5][CH2:6][CH3:7])[CH2:24][C:16](=[CH2:15])[C:17](=[O:18])[O:19][C:20]([CH3:21])([CH3:22])[CH3:23]. Reactants: IC1=NNC=C1 (iodopyrazole), C(C)(=O)N1CCNCCC1 (N-acetylhomopiperazine), starting material, COC1=CC=C(C=C1)C1=CC(=NN1)NC(CCCCBr)=O (5-bromo-pentanoic acid [5-(4-methoxy-phenyl)-1H-pyrazol-3-yl]amide), C([O-])([O-])=O.[K+].[K+] (potassium carbonate), [I-].[K+] (potassium iodide). Run in CC(=O)C (acetone). Reaction conditions: temperature 27.5 celsius, time 15 minute. Product: C(C)(=O)N1CCN(CCC1)CCCCC(=O)NC1=NNC(=C1)C1=CC=C(C=C1)OC (5-(4-acetyl-[1,4]diazepan-1-yl)-N-[5-(4-methoxy-phenyl)-1H-pyrazol-3-yl]-pentanamide). RXN SMILES: [CH3:1][O:2][C:3]1[CH:8]=[CH:7][C:6]([C:9]2[NH:13][N:12]=[C:11]([NH:14][C:15](=[O:21])[CH2:16][CH2:17][CH2:18][CH2:19]Br)[CH:10]=2)=[CH:5][CH:4]=1.C(=O)([O-])[O-].[K+].[K+].[I-].[K+].[C:30]([N:33]1[CH2:39][CH2:38][CH2:37][NH:36][CH2:35][CH2:34]1)(=[O:32])[CH3:31].IC1C=CNN=1>CC(C)=O>[C:30]([N:33]1[CH2:39][CH2:38][CH2:37][N:36]([CH2:19][CH2:18][CH2:17][CH2:16][C:15]([NH:14][C:11]2[CH:10]=[C:9]([C:6]3[CH:7]=[CH:8][C:3]([O:2][CH3:1])=[CH:4][CH:5]=3)[NH:13][N:12]=2)=[O:21])[CH2:35][CH2:34]1)(=[O:32])[CH3:31] |f:1.2.3,4.5|. Procedure details: To a cylindrical, jacketed 3 L reactor equipped with nitrogen inerting, agitator, condenser/distillation head, and temperature control, 5-bromo-pentanoic acid [5-(4-methoxy-phenyl)-1H-pyrazol-3-yl]amide (0.15 kg, 0.426 mol), potassium carbonate (0.059 kg, 0.426 mol), potassium iodide (0.071 kg, 0.426 mol), and acetone (1.18 kg, 1.5 L) were added (at 20° C.) to form a white mixture. The mixture was stirred (235 rpm) at 25-30° C. for a minimum of 15 min. N-acetylhomopiperazine (0.062 kg, 0.057 L, ... Starting materials: ClC1=C(C=CC=C1)S(=O)(=O)[C@@H]1C[C@H](N(C1)C(CC(C)=O)=S)C(=O)OC ((2S,4R)-methyl 4-(2-chlorophenylsulfonyl)-1-(3-oxobutanethioyl)pyrrolidine-2-carboxylate), N(N)CC1=CN=CN1C (5-(hydrazinylmethyl)-1-methyl-1H-imidazole). Yields the product ClC1=C(C=CC=C1)S(=O)(=O)[C@@H]1C[C@H](N(C1)C1=CC(=NN1CC1=CN=CN1C)C)C(=O)OC ((2S,4R)-Methyl 4-(2-chlorophenylsulfonyl)-1-(3-methyl-1-((1-methyl-1H-imidazol-5-yl)methyl)-1H-pyrazol-5-yl)pyrrolidine-2-carboxylate). RXN SMILES: [Cl:1][C:2]1[CH:7]=[CH:6][CH:5]=[CH:4][C:3]=1[S:8]([C@H:11]1[CH2:15][N:14]([C:16](=S)[CH2:17][C:18](=O)[CH3:19])[C@H:13]([C:22]([O:24][CH3:25])=[O:23])[CH2:12]1)(=[O:10])=[O:9].[NH:26]([CH2:28][C:29]1[N:33]([CH3:34])[CH:32]=[N:31][CH:30]=1)[NH2:27]>>[Cl:1][C:2]1[CH:7]=[CH:6][CH:5]=[CH:4][C:3]=1[S:8]([C@H:11]1[CH2:15][N:14]([C:16]2[N:26]([CH2:28][C:29]3[N:33]([CH3:34])[CH:32]=[N:31][CH:30]=3)[N:27]=[C:18]([CH3:19])[CH:17]=2)[C@H:13]([C:22]([O:24][CH3:25])=[O:23])[CH2:12]1)(=[O:9])=[O:10]. Procedure details: In analogy to the procedure described in example 192 h, (2S,4R)-methyl 4-(2-chlorophenylsulfonyl)-1-(3-oxobutanethioyl)pyrrolidine-2-carboxylate (example 253c) was reacted with 5-(hydrazinylmethyl)-1-methyl-1H-imidazole (CAS Reg. No. 887592-51-0) to give the title compound as yellow oil. MS (ESI): m/z=478.1 [M+H] Reactants: ice, FC1=C(C=O)C=C(C=C1)I (2-Fluoro-5-iodo-benzaldehyde), [BH4-].[Na+] (NaBH4). The solvent is CO (CH3OH). Reaction conditions: time 1 hour. Yields the product FC1=C(C=C(C=C1)I)CO ((2-Fluoro-5-iodo-phenyl)-methanol). Yield: 99.2%. Reaction SMILES: [F:1][C:2]1[CH:9]=[CH:8][C:7]([I:10])=[CH:6][C:3]=1[CH:4]=[O:5].[BH4-].[Na+]>CO>[F:1][C:2]1[CH:9]=[CH:8][C:7]([I:10])=[CH:6][C:3]=1[CH2:4][OH:5] |f:1.2|. Procedure: To an ice cooled solution of 2-Fluoro-5-iodo-benzaldehyde (1.0 g, 4.0 mmol) in CH3OH (10 mL) was added NaBH4 (0.182 g, 4.8 mmol) in two portions over 10 min. The reaction mixture was stirred for 1 h and concentrated in vacuo. The residue was dissolved in EtOAc (50 mL) and washed sequentially with 2×H2O (20 mL) and brine (20 mL). The organic layer was dried (MgSO4), and concentrated. The crude material was purified by flash chromatography (30% Ethyl acetate/Petroleum Ether) to afford the titled c... Reactants: C(C)(=O)OC[C@](CCC=1N(C(=CC1)C(=CCCC1=CC=C(C=C1)C)OC(CCCC1=CC=C(C=C1)C)=O)CC)(C)NC(C)=O ((2R)-1-Acetoxy-2-acetylamino-2-methyl-4-{1-ethyl-5-[4-(4-methylphenyl)-1-(4-(4-methylphenyl)butanoyloxy)but-1-enyl]pyrrol-2-yl}butane), O.[OH-].[Li+] (lithium hydroxide monohydrate), C(Cl)Cl (methylene chloride). Run in O1CCCC1 (tetrahydrofuran), CO (methanol), O (water), O (water). Reaction conditions: temperature 50 celsius, time 7 hour. The product is N[C@@](CO)(CCC=1N(C(=CC1)C(CCCC1=CC=C(C=C1)C)=O)CC)C ((2R)-2-amino-2-methyl-4-{l-ethyl-5-[4-(4-methylphenyl)butanoyl]pyrrol-2-yl}butan-1-ol). The yield is 58.7%. As a reaction SMILES: C([O:4][CH2:5][C@@:6]([NH:41]C(=O)C)([CH3:40])[CH2:7][CH2:8][C:9]1[N:10]([CH2:38][CH3:39])[C:11]([C:14]([O:25]C(=O)CCCC2C=CC(C)=CC=2)=[CH:15][CH2:16][CH2:17][C:18]2[CH:23]=[CH:22][C:21]([CH3:24])=[CH:20][CH:19]=2)=[CH:12][CH:13]=1)(=O)C.O.[OH-].[Li+].C(Cl)Cl>O1CCCC1.CO.O>[NH2:41][C@:6]([CH3:40])([CH2:7][CH2:8][C:9]1[N:10]([CH2:38][CH3:39])[C:11]([C:14](=[O:25])[CH2:15][CH2:16][CH2:17][C:18]2[CH:19]=[CH:20][C:21]([CH3:24])=[CH:22][CH:23]=2)=[CH:12][CH:13]=1)[CH2:5][OH:4] |f:1.2.3|. Procedure: (2R)-1-Acetoxy-2-acetylamino-2-methyl-4-{1-ethyl-5-[4-(4-methylphenyl)-1-(4-(4-methylphenyl)butanoyloxy)but-1-enyl]pyrrol-2-yl}butane (750 mg, 1.20 mmol) obtained in Example 13 (13a) was dissolved in a mixture of tetrahydrofuran (7 mL) and methanol (7 mL), and water (7 mL) and lithium hydroxide monohydrate (530 mg, 12.6 mmol) were added thereto, followed by stirring of the mixture at 50° C. for 7 hours. After cooling, water and methylene chloride were added to the reaction mixture to separate it... Reactants: C(C)(C)(C)OC(=O)N1[C@H](C(=O)NCC2=C(C=CC(=C2)C(F)(F)F)N2N=NN=C2)CCC1 (1-(tert-butoxycarbonyl)-N-[2-(1H-tetraazol-1-yl)-5-(trifluoromethyl)benzyl]-L-prolinamide), Cl (HCl). Solvent: CCOC(=O)C (EtOAc), CCOC(=O)C (EtOAc). Reaction conditions: time 2 hour. The product is ClC=1C=CC(=C(CNC([C@H]2NCCC2)=O)C1)N1N=NN=C1 (N-[5-chloro-2-(1H-tetraazol-1-yl)benzyl]-L-prolinamide), N1(N=NN=C1)C1=C(CNC([C@H]2NCCC2)=O)C=C(C=C1)C(F)(F)F (N-[2-(1H-tetraazol-1-yl)-5-(trifluoromethyl)benzyl]-L-prolinamide). Reaction SMILES: C(OC([N:8]1[CH2:31][CH2:30][CH2:29][C@H:9]1[C:10]([NH:12][CH2:13][C:14]1[CH:19]=[C:18]([C:20]([F:23])([F:22])[F:21])[CH:17]=[CH:16][C:15]=1[N:24]1[CH:28]=[N:27][N:26]=[N:25]1)=[O:11])=O)(C)(C)C.[ClH:32]>CCOC(C)=O>[Cl:32][C:18]1[CH:17]=[CH:16][C:15]([N:24]2[CH:28]=[N:27][N:26]=[N:25]2)=[C:14]([CH:19]=1)[CH2:13][NH:12][C:10](=[O:11])[C@@H:9]1[CH2:29][CH2:30][CH2:31][NH:8]1.[N:24]1([C:15]2[CH:16]=[CH:17][C:18]([C:20]([F:23])([F:21])[F:22])=[CH:19][C:14]=2[CH2:13][NH:12][C:10](=[O:11])[C@@H:9]2[CH2:29][CH2:30][CH2:31][NH:8]2)[CH:28]=[N:27][N:26]=[N:25]1. Procedure: To a stirred, cold (0° C.) solution of 1-(tert-butoxycarbonyl)-N-[2-(1H-tetraazol-1-yl)-5-(trifluoromethyl)benzyl]-L-prolinamide (92 mg, 0.209 mmol) in EtOAc (1 mL) was added a freshly-prepared, saturated solution of HCl in EtOAc (6 mL). The mixture was stirred at room temperature for 2 h. The solvent was removed in vacuo and the residue azeotroped with diethyl ether to afford the hydrochloride salt of the title compound as an off-white solid. 1H NMR (400 MHz, CD3OD): δ 9.66 (s, 1H), 8.83 (s, 1H...